describe an organic reaction: reactants, conditions, products, and yield From a dataset of the Open Reaction Database (ORD), a public repository of structured organic reaction records. The reactants are N(C1=CC=CC=C1)C1=NC(=NC=C1I)Cl (4-anilino-2-chloro-5-iodopyrimidine), O1C=C(C=C1)B(O)O (3-furylboronic acid), [F-].[Cs+] (caesium fluoride). Reagents/catalysts: C=1C=CC(=CC1)[P](C=2C=CC=CC2)(C=3C=CC=CC3)[Pd]([P](C=4C=CC=CC4)(C=5C=CC=CC5)C=6C=CC=CC6)([P](C=7C=CC=CC7)(C=8C=CC=CC8)C=9C=CC=CC9)[P](C=1C=CC=CC1)(C=1C=CC=CC1)C=1C=CC=CC1 (tetrakis(triphenylphosphine)palladium(0)). The solvent is C1CCOC1 (THF). The product is N(C1=CC=CC=C1)C1=NC(=NC=C1C1=COC=C1)Cl (4-Anilino-2-chloro-5-fur-3-ylpyrimidine). Isolated yield 51.5%. RXN SMILES: [NH:1]([C:8]1[C:13](I)=[CH:12][N:11]=[C:10]([Cl:15])[N:9]=1)[C:2]1[CH:7]=[CH:6][CH:5]=[CH:4][CH:3]=1.[O:16]1[CH:20]=[CH:19][C:18](B(O)O)=[CH:17]1.[F-].[Cs+]>C1COCC1.C1C=CC([P]([Pd]([P](C2C=CC=CC=2)(C2C=CC=CC=2)C2C=CC=CC=2)([P](C2C=CC=CC=2)(C2C=CC=CC=2)C2C=CC=CC=2)[P](C2C=CC=CC=2)(C2C=CC=CC=2)C2C=CC=CC=2)(C2C=CC=CC=2)C2C=CC=CC=2)=CC=1>[NH:1]([C:8]1[C:13]([C:18]2[CH:19]=[CH:20][O:16][CH:17]=2)=[CH:12][N:11]=[C:10]([Cl:15])[N:9]=1)[C:2]1[CH:7]=[CH:6][CH:5]=[CH:4][CH:3]=1 |f:2.3,^1:34,36,55,74|. Procedure: A solution of 4-anilino-2-chloro-5-iodopyrimidine (Method 59, 331 mg, 1 mmol), 3-furylboronic acid (224 mg, 2 mmol), caesium fluoride (400 mg, 2 mmol) and tetrakis(triphenylphosphine)palladium(0) (30 mg) in THF (10 ml) was stirred and heated at reflux for 20 hours under a nitrogen atmosphere. Insoluble material was removed by filtration and the filtrate was concentrated. The residue was purified by bond elute chromatography, eluting with 25% ethyl acetate in isohexane, to give the product (140 m... The reactants are NC12C3=CC=CC=C3C(C=3C=CC=CC13)CC2O (9-Amino-12-hydroxy-9,10-dihydro-9,10-ethanoanthracene), N(=O)O (nitrous acid), N(=O)[O-] (nitrite). Yields the product C(=O)C12C3=CC=CC=C3C(C=3C=CC=CC13)C2 (9-Formyl-9,10-dihydro-9,10-methanoanthracene). Reaction SMILES: N[C:2]12[CH:17]([OH:18])[CH2:16][CH:9]([C:10]3[CH:11]=[CH:12][CH:13]=[CH:14][C:15]=31)[C:8]1[C:3]2=[CH:4][CH:5]=[CH:6][CH:7]=1.N(O)=O.N([O-])=O>>[CH:17]([C:2]12[CH2:16][CH:9]([C:8]3[CH:3]=[CH:4][CH:5]=[CH:6][C:7]=31)[C:10]1[C:15]2=[CH:14][CH:13]=[CH:12][CH:11]=1)=[O:18]. Procedure details: 9-Formyl-9,10-dihydro-9,10-methanoanthracene (iii) is prepared from 9-amino-12-hydroxy-9,10-dihydro-9,10-ethanoanthracene (ii) by treatment with nitrous acid or metal nitrite in an acidic medium. Reactants: OC1COC1 (3-hydroxyoxetane), N1=CC=CC=C1 (pyridine), C(C)(C)C1=C(C(=S)Cl)C=CC=C1 (2-isopropylthiobenzoyl chloride). Solvent: C1(=CC=CC=C1)C (toluene), C1(=CC=CC=C1)C (toluene). Reaction conditions: time 3 hour. Yields the product C(C)(C)C1=C(C(=S)OC2COC2)C=CC=C1 (oxetan-3-yl 2-isopropylthiobenzoate). The yield is 89.0%. RXN SMILES: [CH:1]([C:4]1[CH:12]=[CH:11][CH:10]=[CH:9][C:5]=1[C:6](Cl)=[S:7])([CH3:3])[CH3:2].[OH:13][CH:14]1[CH2:17][O:16][CH2:15]1.N1C=CC=CC=1>C1(C)C=CC=CC=1>[CH:1]([C:4]1[CH:12]=[CH:11][CH:10]=[CH:9][C:5]=1[C:6]([O:13][CH:14]1[CH2:17][O:16][CH2:15]1)=[S:7])([CH3:3])[CH3:2]. Reported procedure: A mixture of 12.9 g of 2-isopropylthiobenzoyl chloride and 20 ml of absolute toluene is added dropwise to a mixture of 4.44 g of 3-hydroxyoxetane, 6.64 g of pyridine and 60 ml of absolute toluene at a temperature of 15° to 20° C. The suspension formed is stirred at a temperature of 20°-25° C. for 2 hours and at a temperature of 40°-45° C. for a further 3 hours. Adding water to the reaction mixture, washing the organic phase with water and drying and evaporating it gives 12.6 g of oxetan-3-yl 2-i... Starting materials: OC=1C=C(C=CC1)C1=CC(OC2=CC(=CC=C12)OC)=O (4-[3′-(hydroxy)phenyl]-7-methoxycoumarin), C(CC)Br (n-propylbromide), C(=O)([O-])[O-].[K+].[K+] (K2CO3), CN(C=O)C (N,N-dimethylformamide). The solvent is C(C)#N (acetonitrile). Conditions: temperature 98.5 celsius, time 21 hour. Product: C(CC)OC=1C=C(C=CC1)C1=CC(OC2=CC(=CC=C12)OC)=O (4-[3′-(Prop-1-yloxy)phenyl]-7-methoxycoumarin). As a reaction SMILES: [OH:1][C:2]1[CH:3]=[C:4]([C:8]2[C:17]3[C:12](=[CH:13][C:14]([O:18][CH3:19])=[CH:15][CH:16]=3)[O:11][C:10](=[O:20])[CH:9]=2)[CH:5]=[CH:6][CH:7]=1.C([O-])([O-])=O.[K+].[K+].CN(C)C=O.[CH2:32](Br)[CH2:33][CH3:34]>C(#N)C>[CH2:32]([O:1][C:2]1[CH:3]=[C:4]([C:8]2[C:17]3[C:12](=[CH:13][C:14]([O:18][CH3:19])=[CH:15][CH:16]=3)[O:11][C:10](=[O:20])[CH:9]=2)[CH:5]=[CH:6][CH:7]=1)[CH2:33][CH3:34] |f:1.2.3|. Procedure details: 4-[3′-(hydroxy)phenyl]-7-methoxycoumarin (1.78 kg) and K2CO3 (1.65 kg) were suspended in acetonitrile (7.20 L) and N,N-dimethylformamide (1.80 L) and the mechanically stirred mixture was heated to 65° C. When the reaction had reached 65° C., neat n-propylbromide (1.48 kg) was added and the mixture was stirred another 21 hours. The slurry was heated to 88-109° C. and concentrated by distillation. When 6.8-7.0 L of distillate had been removed, the slurry was cooled to 40° C. and diluted with water... Reactants: N1=CC(=C(C=C1)N)N (3,4-pyridinediamine), N(=C=S)CCN1CCC(CC1)CC1=NC2=C(N1CC1=CC=C(C=C1)C)C=CC=C2 (2-[[1-(2-isothiocyanatoethyl)-4-piperidinyl]methyl]-1-[(4-methylphenyl)methyl]-1H-benzimidazole). Run in O1CCCC1 (tetrahydrofuran). Product: 24, NC1=C(C=NC=C1)NC(=S)NCCN1CCC(CC1)CC1=NC2=C(N1CC1=CC=C(C=C1)C)C=CC=C2 (N-(4-amino-3-pyridinyl)-N'-[2-[4-[[1-[(4-methylphenyl)methyl]-1H-benzimidazol-2-yl]methyl]-1-piperidinyl]-ethyl]thiourea). The yield is 100.0%. Reaction SMILES: [N:1]1[CH:6]=[CH:5][C:4]([NH2:7])=[C:3]([NH2:8])[CH:2]=1.[N:9]([CH2:12][CH2:13][N:14]1[CH2:19][CH2:18][CH:17]([CH2:20][C:21]2[N:25]([CH2:26][C:27]3[CH:32]=[CH:31][C:30]([CH3:33])=[CH:29][CH:28]=3)[C:24]3[CH:34]=[CH:35][CH:36]=[CH:37][C:23]=3[N:22]=2)[CH2:16][CH2:15]1)=[C:10]=[S:11]>O1CCCC1>[NH2:7][C:4]1[CH:5]=[CH:6][N:1]=[CH:2][C:3]=1[NH:8][C:10]([NH:9][CH2:12][CH2:13][N:14]1[CH2:19][CH2:18][CH:17]([CH2:20][C:21]2[N:25]([CH2:26][C:27]3[CH:32]=[CH:31][C:30]([CH3:33])=[CH:29][CH:28]=3)[C:24]3[CH:34]=[CH:35][CH:36]=[CH:37][C:23]=3[N:22]=2)[CH2:16][CH2:15]1)=[S:11]. Procedure: A mixture of 5.2 parts of 3,4-pyridinediamine, 19 parts of 2-[[1-(2-isothiocyanatoethyl)-4-piperidinyl]methyl]-1-[(4-methylphenyl)methyl]-1H-benzimidazole and 225 parts of tetrahydrofuran was stirred and refluxed overnight. The reaction mixture was evaporated, yielding 24 parts (100%) of N-(4-amino-3-pyridinyl)-N'-[2-[4-[[1-[(4-methylphenyl)methyl]-1H-benzimidazol-2-yl]methyl]-1-piperidinyl]-ethyl]thiourea (405). The reactants are ClC1=CC=CC(=N1)C (6-chloro-2-picoline), C(C1=CN=CC=C1)(=O)OC (methyl nicotinate). The product is ClC1=CC=CC(=N1)CC(=O)C=1C=NC=CC1 (2-(6-chloro-2-pyridinyl)-1-(3-pyridinyl)ethanone). As a reaction SMILES: [Cl:1][C:2]1[N:7]=[C:6]([CH3:8])[CH:5]=[CH:4][CH:3]=1.[C:9](OC)(=[O:16])[C:10]1[CH:15]=[CH:14][CH:13]=[N:12][CH:11]=1>>[Cl:1][C:2]1[N:7]=[C:6]([CH2:8][C:9]([C:10]2[CH:11]=[N:12][CH:13]=[CH:14][CH:15]=2)=[O:16])[CH:5]=[CH:4][CH:3]=1. Reported procedure: In a similar manner as described in Example 1 from 6-chloro-2-picoline (9.3 g, 73 mmol) and methyl nicotinate (10.0 g, 73 mmol), 2-(6-chloro-2-pyridinyl)-1-(3-pyridinyl)ethanone was obtained as a syrup. This syrup (10 g, 70 mmol) was treated with hydroxylamine hydrochloride (24.3 g, 350 mmol) followed by the addition of a sodium hydroxide solution (14 g, 350 mmol in 30 mL of water) as described in example 1 to give 2-(6-chloro-2-pyridinyl)-1-(3-pyridinyl)ethanone oxime (14.4 g, 80%) as a white s... Starting materials: COC(=O)C1=C(C2=CC=CC=C2C=C1)O (1-hydroxy-naphthalene-2-carboxylic acid methyl ester), CC(C)OC(=O)/N=N/C(=O)OC(C)C (diisopropylazodicarboxylate), O(C1=CC=CC=C1)CC(C)O (1-phenoxy-propan-2-ol), C1(=CC=CC=C1)P(C1=CC=CC=C1)C1=CC=CC=C1 (triphenyl phosphine). Run in C1CCOC1 (THF). Yields the product COC(=O)C1=C(C2=CC=CC=C2C=C1)OC(COC1=CC=CC=C1)C (1-(1-methyl-2-phenoxy-ethoxy)-naphthalene-2-carboxylic acid methyl ester). RXN SMILES: [CH3:1][O:2][C:3]([C:5]1[CH:14]=[CH:13][C:12]2[C:7](=[CH:8][CH:9]=[CH:10][CH:11]=2)[C:6]=1[OH:15])=[O:4].[O:16]([CH2:23][CH:24](O)[CH3:25])[C:17]1[CH:22]=[CH:21][CH:20]=[CH:19][CH:18]=1.C1(P(C2C=CC=CC=2)C2C=CC=CC=2)C=CC=CC=1.CC(OC(/N=N/C(OC(C)C)=O)=O)C>C1COCC1>[CH3:1][O:2][C:3]([C:5]1[CH:14]=[CH:13][C:12]2[C:7](=[CH:8][CH:9]=[CH:10][CH:11]=2)[C:6]=1[O:15][CH:24]([CH3:25])[CH2:23][O:16][C:17]1[CH:22]=[CH:21][CH:20]=[CH:19][CH:18]=1)=[O:4]. Procedure details: To a solution of 1.00 g 1-hydroxy-naphthalene-2-carboxylic acid methyl ester, 0.75 g 1-phenoxy-propan-2-ol and 3.89 g triphenyl phosphine in 60 ml dry THF at 0° C. 3.00 g diisopropylazodicarboxylate were added. After 48 h at room temperature the reaction was concentrated in vacuo, the residue was taken up in ethyl acetate, washed with sat. sodium hydrogen carbonate solution and dryed over magnesium sulphate. The solvent was removed in vacuo and after chromatography on silica (ethyl acetate/hepta... Reactants: Brc1ccccc1, CCCC[PH+](C1CCCCC1)C1CCCCC1, CC(C)(C)[O-], c1ccc(Nc2ccccc2)cc1, [Na+], CC(=O)[O-], CC(=O)[O-], [Pd+2], c1ccc([B-](c2ccccc2)(c2ccccc2)c2ccccc2)cc1, Cc1ccccc1C. Product: c1ccc(N(c2ccccc2)c2ccccc2)cc1. As a reaction SMILES: [Br:1][c:2]1[cH:3][cH:4][cH:5][cH:6][cH:7]1.[CH2:52]([PH+:53]([CH:54]1[CH2:55][CH2:56][CH2:57][CH2:58][CH2:59]1)[CH:60]1[CH2:61][CH2:62][CH2:63][CH2:64][CH2:65]1)[CH2:66][CH2:67][CH3:68].[CH3:21][C:22]([CH3:23])([O-:24])[CH3:25].[NH:8]([c:9]1[cH:10][cH:11][cH:12][cH:13][cH:14]1)[c:15]1[cH:16][cH:17][cH:18][cH:19][cH:20]1.[Na+:26].[O-:70][C:71]([CH3:72])=[O:73].[O-:74][C:75]([CH3:76])=[O:77].[Pd+2:69].[c:27]1([B-:28]([c:29]2[cH:30][cH:31][cH:32][cH:33][cH:34]2)([c:35]2[cH:36][cH:37][cH:38][cH:39][cH:40]2)[c:41]2[cH:42][cH:43][cH:44][cH:45][cH:46]2)[cH:47][cH:48][cH:49][cH:50][cH:51]1.[c:78]1([CH3:79])[c:80]([CH3:81])[cH:82][cH:83][cH:84][cH:85]1>>[c:2]1([N:8]([c:9]2[cH:10][cH:11][cH:12][cH:13][cH:14]2)[c:15]2[cH:16][cH:17][cH:18][cH:19][cH:20]2)[cH:3][cH:4][cH:5][cH:6][cH:7]1.